This data is from the Open Reaction Database (ORD), a public repository of structured organic reaction records. The task is: describe an organic reaction: reactants, conditions, products, and yield Reactants: NCCO, CN(C)C=O, CSc1nc2ccccn2c(=N)c1S(=O)(=O)c1ccccc1. Product: N=c1c(S(=O)(=O)c2ccccc2)c(NCCO)nc2ccccn12. RXN SMILES: [NH2:23][CH2:24][CH2:25][OH:26].[O:27]=[CH:28][N:29]([CH3:30])[CH3:31].[c:1]1([S:7](=[O:8])(=[O:9])[c:10]2[c:11]([S:21][CH3:22])[n:12][c:13]3[n:14]([c:15]2=[NH:16])[cH:17][cH:18][cH:19][cH:20]3)[cH:2][cH:3][cH:4][cH:5][cH:6]1>>[c:1]1([S:7](=[O:8])(=[O:9])[c:10]2[c:11]([NH:23][CH2:24][CH2:25][OH:26])[n:12][c:13]3[n:14]([c:15]2=[NH:16])[cH:17][cH:18][cH:19][cH:20]3)[cH:2][cH:3][cH:4][cH:5][cH:6]1. The reactants are C1CCOC1, [O-][Cl+][O-], NS(=O)(=O)O, [Na+], O, CCOC(=O)c1ccc(OCCCc2ccc(OCc3ccc(-c4ccccc4)cc3)cc2)c(C=O)c1. Product: CCOC(=O)c1ccc(OCCCc2ccc(OCc3ccc(-c4ccccc4)cc3)cc2)c(C(=O)O)c1. As a reaction SMILES: [CH2:38]1[CH2:41][CH2:40][CH2:39][O:42]1.[Cl+:43]([O-:44])[O-:45].[NH2:47][S:48](=[O:49])(=[O:50])[OH:51].[Na+:46].[OH2:52].[c:1]1(-[c:32]2[cH:33][cH:34][cH:35][cH:36][cH:37]2)[cH:2][cH:3][c:4]([CH2:7][O:8][c:9]2[cH:10][cH:11][c:12]([CH2:15][CH2:16][CH2:17][O:18][c:19]3[c:20]([CH:30]=[O:31])[cH:21][c:22]([C:23](=[O:24])[O:25][CH2:26][CH3:27])[cH:28][cH:29]3)[cH:13][cH:14]2)[cH:5][cH:6]1>>[c:1]1(-[c:32]2[cH:33][cH:34][cH:35][cH:36][cH:37]2)[cH:2][cH:3][c:4]([CH2:7][O:8][c:9]2[cH:10][cH:11][c:12]([CH2:15][CH2:16][CH2:17][O:18][c:19]3[c:20]([C:30](=[O:31])[OH:42])[cH:21][c:22]([C:23](=[O:24])[O:25][CH2:26][CH3:27])[cH:28][cH:29]3)[cH:13][cH:14]2)[cH:5][cH:6]1.